From a dataset of the Open Reaction Database (ORD), a public repository of structured organic reaction records. describe an organic reaction: reactants, conditions, products, and yield Reactants: [Br-], CCC[P+](c1ccccc1)(c1ccccc1)c1ccccc1, CCOc1ccc(-c2ccc(C=O)[se]2)c(F)c1F, C1CCOC1, CC(C)(C)[O-], Cl, [K+], O. Product: CCC=Cc1ccc(-c2ccc(OCC)c(F)c2F)[se]1. RXN SMILES: [Br-:1].[CH2:2]([CH2:3][CH3:4])[P+:5]([c:6]1[cH:7][cH:8][cH:9][cH:10][cH:11]1)([c:12]1[cH:13][cH:14][cH:15][cH:16][cH:17]1)[c:18]1[cH:19][cH:20][cH:21][cH:22][cH:23]1.[CH2:30]([CH3:31])[O:32][c:33]1[c:34]([F:47])[c:35]([F:46])[c:36](-[c:39]2[cH:40][cH:41][c:42]([CH:44]=[O:45])[se:43]2)[cH:37][cH:38]1.[CH2:49]1[O:50][CH2:51][CH2:52][CH2:53]1.[CH3:24][C:25]([CH3:26])([O-:27])[CH3:28].[ClH:48].[K+:29].[OH2:54]>>[CH:2]([CH2:3][CH3:4])=[CH:44][c:42]1[cH:41][cH:40][c:39](-[c:36]2[c:35]([F:46])[c:34]([F:47])[c:33]([O:32][CH2:30][CH3:31])[cH:38][cH:37]2)[se:43]1. Reported procedure: The title compound, off-white solid (99 mg, 79%), MS (ISP) m/z=501.2 [(M+H)+], mp 228° C., was prepared in accordance with the general method of example 1 from trans-4-{2-[4-(2,3-dihydro-benzofuran-4-yl)-piperidin-1-yl]-ethyl}-cyclohexylamine dihydro chloride (intermediate B) (100 mg, 0.25 mmol) and 4-trifluoromethyl-benzoic acid. RXN SMILES: Cl.Cl.[O:3]1[C:7]2[CH:8]=[CH:9][CH:10]=[C:11]([CH:12]3[CH2:17][CH2:16][N:15]([CH2:18][CH2:19][C@H:20]4[CH2:25][CH2:24][C@H:23]([NH2:26])[CH2:22][CH2:21]4)[CH2:14][CH2:13]3)[C:6]=2[CH2:5][CH2:4]1.[F:27][C:28]([F:39])([F:38])[C:29]1[CH:37]=[CH:36][C:32]([C:33](O)=[O:34])=[CH:31][CH:30]=1>>[O:3]1[C:7]2[CH:8]=[CH:9][CH:10]=[C:11]([CH:12]3[CH2:17][CH2:16][N:15]([CH2:18][CH2:19][C@H:20]4[CH2:21][CH2:22][C@H:23]([NH:26][C:33](=[O:34])[C:32]5[CH:36]=[CH:37][C:29]([C:28]([F:27])([F:38])[F:39])=[CH:30][CH:31]=5)[CH2:24][CH2:25]4)[CH2:14][CH2:13]3)[C:6]=2[CH2:5][CH2:4]1 |f:0.1.2|. Reactants: solid, Cl.Cl.O1CCC2=C1C=CC=C2C2CCN(CC2)CC[C@@H]2CC[C@H](CC2)N (trans-4-{2-[4-(2,3-dihydro-benzofuran-4-yl)-piperidin-1-yl]-ethyl}-cyclohexylamine dihydrochloride), Cl.Cl.O1CCC2=C1C=CC=C2C2CCN(CC2)CC[C@@H]2CC[C@H](CC2)N (trans-4-{2-[4-(2,3-dihydro-benzofuran-4-yl)-piperidin-1-yl]-ethyl}-cyclohexylamine dihydrochloride), FC(C1=CC=C(C(=O)O)C=C1)(F)F (4-trifluoromethyl-benzoic acid). Yields the product O1CCC2=C1C=CC=C2C2CCN(CC2)CC[C@@H]2CC[C@H](CC2)NC(C2=CC=C(C=C2)C(F)(F)F)=O (trans-N-(4-{2-[4-(2,3-Dihydro-benzofuran-4-yl)-piperidin-1-yl]-ethyl}-cyclohexyl)-4-trifluoromethyl-benzamide). Starting materials: [OH-].[Na+] (sodium hydroxide), [OH-].[NH4+] (ammonium hydroxide), C(\C1=CC=CC=C1)=N/O ((E)-benzaldehyde oxime), CC1=CC=C(C=C1)S(=O)(=O)[N-]Cl.O.O.O.[Na+] (chloramine T trihydrate), C(CCC)[Sn](C#C)(CCCC)CCCC (tributylethynylstannane). Reagents/catalysts: O.O.O.O.O.S(=O)(=O)([O-])[O-].[Cu+2] (copper sulfate pentahydrate), [Cu] (copper). The solvent is O (water), C(CCC)O (butanol). Conditions: time 6 hour. The product is C1(=CC=CC=C1)C1=NOC(=C1)[Sn](CCCC)(CCCC)CCCC (3-phenyl-5-(tributylstannyl) isoxazole). As a reaction SMILES: [CH:1](=[N:8]/[OH:9])\[C:2]1[CH:7]=[CH:6][CH:5]=[CH:4][CH:3]=1.CC1C=CC(S([N-]Cl)(=O)=O)=CC=1.O.O.O.[Na+].[CH2:26]([Sn:30]([CH2:37][CH2:38][CH2:39][CH3:40])([CH2:33][CH2:34][CH2:35][CH3:36])[C:31]#[CH:32])[CH2:27][CH2:28][CH3:29].[OH-].[Na+].[OH-].[NH4+]>O.O.O.O.O.S([O-])([O-])(=O)=O.[Cu+2].[Cu].O.C(O)CCC>[C:2]1([C:1]2[CH:32]=[C:31]([Sn:30]([CH2:26][CH2:27][CH2:28][CH3:29])([CH2:37][CH2:38][CH2:39][CH3:40])[CH2:33][CH2:34][CH2:35][CH3:36])[O:9][N:8]=2)[CH:7]=[CH:6][CH:5]=[CH:4][CH:3]=1 |f:1.2.3.4.5,7.8,9.10,11.12.13.14.15.16.17|. Reported procedure: (E)-benzaldehyde oxime (Sigma Aldrich; 3.3 g, 20 mmol) in tent butanol and water (1:1) 80 ml, is treated with chloramine T trihydrate (Sigma Aldrich; 5.9 g, 21 mmol) in small, portions over 5 min. The reaction is then treated with copper sulfate pentahydrate (0.15 g, 0.6 mmol) and copper turnings ˜50 mg and tributylethynylstannane (6.3 g, 20 mmol). The reaction is then adjusted to pH 6 with sodium hydroxide solution and stirred for 6 h. The reaction mixture is treated with dilute ammonium hydrox... Reactants: C(C)(C)(C)OC(NC1=C(C=C(C=C1)C1=CC=C(C=C1)F)NC(CC(=O)C1=CC(=CC=C1)C#N)=O)=O ({3-[3-(3-cyano-phenyl)-3-oxo-propionylamino]-4′-fluoro-biphenyl-4-yl}-carbamic acid tert.-butyl ester), C(=O)(C(F)(F)F)O (TFA). Run in C(Cl)Cl (CH2Cl2). Yields the product FC1=CC=C(C=C1)C1=CC2=C(N=C(CC(N2)=O)C=2C=C(C#N)C=CC2)C=C1 (3-[7-(4-Fluoro-phenyl)-4-oxo-4,5-dihydro-3H-benzo[b][1,4]diazepin-2-yl]-benzonitrile). As a reaction SMILES: C(OC(=O)[NH:7][C:8]1[CH:13]=[CH:12][C:11]([C:14]2[CH:19]=CC(F)=[CH:16][CH:15]=2)=[CH:10][C:9]=1[NH:21][C:22](=[O:34])[CH2:23][C:24]([C:26]1[CH:31]=[CH:30][CH:29]=[C:28]([C:32]#[N:33])[CH:27]=1)=O)(C)(C)C.[C:36](O)([C:38]([F:41])(F)F)=O>C(Cl)Cl>[F:41][C:38]1[CH:36]=[CH:19][C:14]([C:11]2[CH:12]=[CH:13][C:8]3[N:7]=[C:24]([C:26]4[CH:27]=[C:28]([CH:29]=[CH:30][CH:31]=4)[C:32]#[N:33])[CH2:23][C:22](=[O:34])[NH:21][C:9]=3[CH:10]=2)=[CH:15][CH:16]=1. Procedure: Prepared from {3-[3-(3-cyano-phenyl)-3-oxo-propionylamino]-4′-fluoro-biphenyl-4-yl}-carbamic acid tert.-butyl ester (Example K32) by treatment with TFA in CH2Cl2 according to the general procedure M. Obtained as an orange solid (141 mg).